From a dataset of the Open Reaction Database (ORD), a public repository of structured organic reaction records. describe an organic reaction: reactants, conditions, products, and yield The reactants are [H-].[H-].[H-].[H-].[Li+].[Al+3] (LiAlH4), [O-]S(=O)(=O)[O-].[Na+].[Na+] (Na2SO4), BrC=1C=NC=C(C(=O)OCC)C1 (ethyl 5-bromonicotinate), Cl (HCl). The solvent is C1CCOC1 (THF), C1CCOC1 (THF). Run at time 1.5 hour. Yields the product BrC=1C=C(C=NC1)CO ((5-bromopyridin-3-yl)methanol). As a reaction SMILES: [Br:1][C:2]1[CH:3]=[N:4][CH:5]=[C:6]([CH:12]=1)[C:7](OCC)=[O:8].[H-].[H-].[H-].[H-].[Li+].[Al+3].Cl.[O-]S([O-])(=O)=O.[Na+].[Na+]>C1COCC1>[Br:1][C:2]1[CH:12]=[C:6]([CH2:7][OH:8])[CH:5]=[N:4][CH:3]=1 |f:1.2.3.4.5.6,8.9.10|. Procedure: To a suspension of ethyl 5-bromonicotinate (10.0 g, 43.46 mmol) in anhydrous THF (20 mL) was added dropwise to a slurry of LiAlH4 (1.91 g, 47.81 mmol) in anhydrous THF (200 mL) under argon at −78° C. and the mixture was stirred for 1.5 h at the same temperature, then warmed to r.t. The reaction mixture was added 15 ml of aqueous HCl (1 M) slowly at −78° C., the mixture was then warmed to rt and added anhydrous Na2SO4, stirred for overnight. The resulting mixture was filtered through celite and t... Reactants: Clc1ccccc1, O=S(=O)(O)Cl, NS(=O)(=O)O, O, O=S(Cl)Cl. Yields the product O=S(=O)(Cl)c1ccc(Cl)cc1. RXN SMILES: [Cl:1][c:2]1[cH:3][cH:4][cH:5][cH:6][cH:7]1.[Cl:8][S:9](=[O:10])(=[O:11])[OH:12].[NH2:13][S:14](=[O:15])(=[O:16])[OH:17].[OH2:22].[S:18]([Cl:19])([Cl:20])=[O:21]>>[Cl:1][c:2]1[cH:3][cH:4][c:5]([S:9]([Cl:8])(=[O:10])=[O:11])[cH:6][cH:7]1. The reactants are C1(=C(C=CC=C1)N)N (o-Phenylenediamine), [C]=O (carbon monoxide), O1CCCC1 (tetrahydrofuran), [Se] (selenium), O (water). Run in C(C)N(CC)CC (triethylamine). Reaction conditions: temperature 80 celsius, time 3 hour. Yields the product N=1C(N=C2C1C=CC=C2)=O (benzimidazolone). Yield: 99.0%. As a reaction SMILES: [C:1]1([NH2:8])[CH:6]=[CH:5][CH:4]=[CH:3][C:2]=1[NH2:7].[Se].O.[C]=O.[O:13]1CCC[CH2:14]1>C(N(CC)CC)C>[N:7]1[C:14](=[O:13])[N:8]=[C:1]2[CH:6]=[CH:5][CH:4]=[CH:3][C:2]=12 |^3:8,10|. Reported procedure: o-Phenylenediamine 1.35 g (12.5 m moles), selenium powder 0.99 g (12.5 m moles), water 1.6 ml (89 m moles), triethylamine 5 g (50 m moles) and tetrahydrofuran 100 ml were placed in a 200-ml capacity autoclave, and the atmosphere therein was replaced by carbon monoxide of 20 Kg/cm2. The contents in the autoclave were heated to 80° C. and held at the temperature for 3 hours with stirring. Thereafter the reaction mixture was cooled to room temperature, and carbon monoxide was removed from the autoc...